This data is from the Open Reaction Database (ORD), a public repository of structured organic reaction records. The task is: describe an organic reaction: reactants, conditions, products, and yield As a reaction SMILES: [CH3:10][N:11]1[CH2:12][CH2:13][NH:14][CH2:15][CH2:16][CH2:17]1.[CH3:37][OH:38].[CH:30]([OH:31])([CH3:32])[CH3:33].[Cl:34][CH2:35][Cl:36].[Cu:41][I:42].[F:1][c:2]1[c:3]([NH2:4])[cH:5][cH:6][c:7]([I:9])[cH:8]1.[K+:27].[K+:28].[K+:29].[NH4+:40].[OH-:39].[OH:18][CH2:19][CH2:20][OH:21].[P:22]([O-:23])([O-:24])([O-:25])=[O:26]>>[F:1][c:2]1[c:3]([NH2:4])[cH:5][cH:6][c:7]([N:14]2[CH2:13][CH2:12][N:11]([CH3:10])[CH2:17][CH2:16][CH2:15]2)[cH:8]1. Reactants: CN1CCCNCC1, CO, CC(C)O, ClCCl, [Cu]I, Nc1ccc(I)cc1F, [K+], [K+], [K+], [NH4+], [OH-], OCCO, O=P([O-])([O-])[O-]. Product: CN1CCCN(c2ccc(N)c(F)c2)CC1. The reactants are carbodiimide polystyrene resin, solution, BrC1=CC=C(S1)S(=O)(=O)N (5-bromothiophene-2-sulfonamide), N,N-[dimethyl]-4-aminopyridine, sulphonated polystyrene, CC=1C=CC(=CC1)S(=O)(=O)O (TsOH), BrC1=CC(=C(C(=O)O)C=C1)Cl (4-bromo-2-chlorobenzoic acid). Run in ClCCl (dichloromethane), ClCCl (dichloromethane). Run at time 72 hour. Product: BrC1=CC(=C(C(=O)NS(=O)(=O)C=2SC(=CC2)Br)C=C1)Cl (N-[4-bromo-2-chlorobenzoyl]-5-bromothiophene-2-sulfonamide). RXN SMILES: [Br:1][C:2]1[CH:10]=[CH:9][C:5]([C:6]([OH:8])=O)=[C:4]([Cl:11])[CH:3]=1.[Br:12][C:13]1[S:17][C:16]([S:18]([NH2:21])(=[O:20])=[O:19])=[CH:15][CH:14]=1.CC1C=CC(S(O)(=O)=O)=CC=1>ClCCl>[Br:1][C:2]1[CH:10]=[CH:9][C:5]([C:6]([NH:21][S:18]([C:16]2[S:17][C:13]([Br:12])=[CH:14][CH:15]=2)(=[O:20])=[O:19])=[O:8])=[C:4]([Cl:11])[CH:3]=1. Procedure details: An 8 mL reaction vial is charged with 4-bromo-2-chlorobenzoic acid (0.39 mmol, 1.5 eq) and 2.0 mL of dichloromethane. A stock solution (4.0 mL) containing 5-bromothiophene-2-sulfonamide (0.26 mmol, 1 eq) and N,N-[dimethyl]-4-aminopyridine (48 mg, 0.39 mmol, 1.5 eq) in dichloromethane is added, followed by 0.261 g carbodiimide polystyrene resin (2.0 mmol/g, 0.52 mmol, 2.0 eq, Novabiochem) and the vial is capped and shaken. After 72 hr, 0.77 g sulphonated polystyrene resin (MP-TsOH) is added (1.53... The reactants are BrCBr, O=C([O-])O, CCCCc1ccc(C)c(O)c1CCCC, CCCCCC, [Cl-], [Cl-], [Cl-], [Cl-], ClCCl, [Na+], C#CCC1=C(C)C(OC2CCCCO2)CC1=O, C1CCOC1, O, [Ti+4], [Zn]. The product is C#CCC1=C(C)C(OC2CCCCO2)CC1=C. Reaction SMILES: [Br:1][CH2:2][Br:3].[C:37](=[O:38])([OH:39])[O-:40].[CH2:21]([c:22]1[cH:23][cH:24][c:25]([CH3:26])[c:27]([OH:28])[c:29]1[CH2:30][CH2:31][CH2:32][CH3:33])[CH2:34][CH2:35][CH3:36].[CH3:52][CH2:53][CH2:54][CH2:55][CH2:56][CH3:57].[Cl-:46].[Cl-:47].[Cl-:48].[Cl-:49].[Cl:42][CH2:43][Cl:44].[Na+:41].[O:4]1[CH:5]([O:10][CH:11]2[C:12]([CH3:20])=[C:13]([CH2:17][C:18]#[CH:19])[C:14](=[O:16])[CH2:15]2)[CH2:6][CH2:7][CH2:8][CH2:9]1.[O:58]1[CH2:59][CH2:60][CH2:61][CH2:62]1.[OH2:51].[Ti+4:50].[Zn:45]>>[O:4]1[CH:5]([O:10][CH:11]2[C:12]([CH3:20])=[C:13]([CH2:17][C:18]#[CH:19])[C:14](=[CH2:21])[CH2:15]2)[CH2:6][CH2:7][CH2:8][CH2:9]1.